This data is from the Open Reaction Database (ORD), a public repository of structured organic reaction records. The task is: describe an organic reaction: reactants, conditions, products, and yield The reactants are COC1=CC(=C(C=C1)C#CC=1C=NC2=C(N=C3C(=C2C1)C=CC(=C3)C)N)C (2-((4-methoxy-2-methylphenyl)ethynyl)-8-methylbenzo[f][1,7]naphthyridin-5-amine), C(C)O (Ethanol), [H][H] (hydrogen). The reagents and catalysts are [Pd] (palladium). Run in C(Cl)Cl (methylene chloride). Conditions: time 8 hour. Yields the product COC1=CC(=C(CCC=2C=NC3=C(N=C4C(=C3C2)C=CC(=C4)C)N)C=C1)C (2-(4-Methoxy-2-methylphenethyl)-8-methylbenzo[f][1,7]naphthyridin-5-amine). RXN SMILES: [CH3:1][O:2][C:3]1[CH:8]=[CH:7][C:6]([C:9]#[C:10][C:11]2[CH:12]=[N:13][C:14]3[C:19]([CH:20]=2)=[C:18]2[CH:21]=[CH:22][C:23]([CH3:25])=[CH:24][C:17]2=[N:16][C:15]=3[NH2:26])=[C:5]([CH3:27])[CH:4]=1.C(O)C.[H][H]>[Pd].C(Cl)Cl>[CH3:1][O:2][C:3]1[CH:8]=[CH:7][C:6]([CH2:9][CH2:10][C:11]2[CH:12]=[N:13][C:14]3[C:19]([CH:20]=2)=[C:18]2[CH:21]=[CH:22][C:23]([CH3:25])=[CH:24][C:17]2=[N:16][C:15]=3[NH2:26])=[C:5]([CH3:27])[CH:4]=1. Procedure: To a round bottom flask was added 2-((4-methoxy-2-methylphenyl)ethynyl)-8-methylbenzo[f][1,7]naphthyridin-5-amine (from the previous step) (1 eq.) with a stirring bar. Ethanol and methylene chloride (1:2, 0.2 M) were added, followed by palladium in carbon (activated powder, wet, 10% on carbon, 0.1 eq.). The content were vacuumed followed by hydrogen flush for three times. The reaction mixture was stirred vigorously under hydrogen balloon at room temperature overnight. Afterwards the reaction mix... Reactants: C(CN)N (ethylenediamine), resultant solution, FC(C(=O)O)(F)F (Trifluoroacetic acid), ClC1=CC=C(OC2=C(C=CC=3N(C(NC32)=O)C)C=3C2=C(C(N(C3)C)=O)N(C=C2)COCC[Si](C)(C)C)C=C1 (4-(4-chlorophenoxy)-1-methyl-5-(6-methyl-7-oxo-1-{[2-(trimethylsilyl)ethoxy]methyl}-6,7-dihydro-1H-pyrrolo[2,3-c]pyridin-4-yl)-1,3-dihydro-2H-benzimidazol-2-one). Run in C(Cl)Cl (methylene chloride), CO (methanol). Reaction conditions: time 3 hour. The product is ClC1=CC=C(OC2=C(C=CC=3N(C(NC32)=O)C)C=3C2=C(C(N(C3)C)=O)NC=C2)C=C1 (4-(4-Chlorophenoxy)-1-methyl-5-(6-methyl-7-oxo-6,7-dihydro-1H-pyrrolo[2,3-c]pyridin-4-yl)-1,3-dihydro-2H-benzimidazol-2-one). The yield is 56.8%. As a reaction SMILES: FC(F)(F)C(O)=O.[Cl:8][C:9]1[CH:45]=[CH:44][C:12]([O:13][C:14]2[C:22]3[NH:21][C:20](=[O:23])[N:19]([CH3:24])[C:18]=3[CH:17]=[CH:16][C:15]=2[C:25]2[C:26]3[CH:35]=[CH:34][N:33](COCC[Si](C)(C)C)[C:27]=3[C:28](=[O:32])[N:29]([CH3:31])[CH:30]=2)=[CH:11][CH:10]=1.C(N)CN>C(Cl)Cl.CO>[Cl:8][C:9]1[CH:45]=[CH:44][C:12]([O:13][C:14]2[C:22]3[NH:21][C:20](=[O:23])[N:19]([CH3:24])[C:18]=3[CH:17]=[CH:16][C:15]=2[C:25]2[C:26]3[CH:35]=[CH:34][NH:33][C:27]=3[C:28](=[O:32])[N:29]([CH3:31])[CH:30]=2)=[CH:11][CH:10]=1. Procedure details: Trifluoroacetic acid (1.50 mL) was added dropwise to a solution of 4-(4-chlorophenoxy)-1-methyl-5-(6-methyl-7-oxo-1-{[2-(trimethylsilyl)ethoxy]methyl}-6,7-dihydro-1H-pyrrolo[2,3-c]pyridin-4-yl)-1,3-dihydro-2H-benzimidazol-2-one (0.057 g, 0.103 mmol) in methylene chloride (0.50 mL), and the resultant reaction mixture was stirred at RT for 3 h, after which time the reaction mixture was concentrated in vacuo to give a residue. This residue was dissolved in methanol (0.50 mL), treated with ethylened... Reactants: COC([C@H]([C@H](C)C1=CC(=C(C=C1)Cl)Cl)N=[N+]=[N-])=O ((2S,3R)-2-azido-3-(3,4-dichloro-phenyl)-butyric acid methyl ester). The reagents and catalysts are [Pd].CC(=O)[O-].CC(=O)[O-].[Pb+2] (Lindlar's catalyst). Solvent: CCOC(=O)C (EtOAc). Conditions: time 16 hour. The product is COC([C@H]([C@H](C)C1=CC(=C(C=C1)Cl)Cl)N)=O ((2S,3R)-2-Amino-3-(3,4-dichloro-phenyl)-butyric acid methyl ester). Isolated yield 73.2%. As a reaction SMILES: [CH3:1][O:2][C:3](=[O:18])[C@@H:4]([N:15]=[N+]=[N-])[C@@H:5]([C:7]1[CH:12]=[CH:11][C:10]([Cl:13])=[C:9]([Cl:14])[CH:8]=1)[CH3:6]>CCOC(C)=O.[Pd].CC([O-])=O.CC([O-])=O.[Pb+2]>[CH3:1][O:2][C:3](=[O:18])[C@@H:4]([NH2:15])[C@@H:5]([C:7]1[CH:12]=[CH:11][C:10]([Cl:13])=[C:9]([Cl:14])[CH:8]=1)[CH3:6] |f:2.3.4.5|. Reported procedure: To a solution of (2S,3R)-2-azido-3-(3,4-dichloro-phenyl)-butyric acid methyl ester (0.42 g, 1.46 mmol) in EtOAc (30 mL) was added Lindlar's catalyst. The mixture was hydrogenated at 50 psi. After 16 h, the reaction mixture was filtered through SiO2 and concentrated to afford 0.28 g (74%) of the desired product. 1H NMR (500 MHz, CDCl3): 7.39 (d, J=8.3, 1H), 7.35 (d, J=2.1, 1H), 7.10 (dd, J=8.3, 2.1, 1H), 3.96 (d, J=6.4, 1H), 3.71 (s, 3H), 3.31-3.27 (m, 1H), 1.33 (d, J=7.0, 3H). Starting materials: [N+](=O)([O-])C=1C=C2C(=CN(C2=CC1)S(=O)(=O)C1=CC=C(C=C1)C)I (5-nitro-3-iodo-1-(toluene-4-sulfonyl)-indole), 206. The reagents and catalysts are [Cu]I (CuI), C=1C=CC(=CC1)[P](C=2C=CC=CC2)(C=3C=CC=CC3)[Pd]([P](C=4C=CC=CC4)(C=5C=CC=CC5)C=6C=CC=CC6)([P](C=7C=CC=CC7)(C=8C=CC=CC8)C=9C=CC=CC9)[P](C=1C=CC=CC1)(C=1C=CC=CC1)C=1C=CC=CC1 (tetrakis(triphenylphosphine)palladium). Solvent: CN(C)C=O (DMF). Reaction conditions: time 5 hour. The product is C1(=CC=C(C=C1)S(=O)(=O)N1C=C(C2=CC=CC=C12)C1=CN(C2=CC=C(C=C12)[N+](=O)[O-])S(=O)(=O)C1=CC=C(C=C1)C)C (3-(1-(toluene-4-sulfonyl)-indole-3-yl)-5-nitro-1-(toluene-4-sulfonyl)-indole). Isolated yield 100.4%. Reaction SMILES: [N+:1]([C:4]1[CH:5]=[C:6]2[C:10](=[CH:11][CH:12]=1)[N:9]([S:13]([C:16]1[CH:21]=[CH:20][C:19]([CH3:22])=[CH:18][CH:17]=1)(=[O:15])=[O:14])[CH:8]=[C:7]2I)([O-:3])=[O:2]>CN(C=O)C.[Cu]I.C1C=CC([P]([Pd]([P](C2C=CC=CC=2)(C2C=CC=CC=2)C2C=CC=CC=2)([P](C2C=CC=CC=2)(C2C=CC=CC=2)C2C=CC=CC=2)[P](C2C=CC=CC=2)(C2C=CC=CC=2)C2C=CC=CC=2)(C2C=CC=CC=2)C2C=CC=CC=2)=CC=1>[C:19]1([CH3:22])[CH:18]=[CH:17][C:16]([S:13]([N:9]2[C:10]3[C:6](=[CH:5][CH:4]=[CH:12][CH:11]=3)[C:7]([C:7]3[C:6]4[C:10](=[CH:11][CH:12]=[C:4]([N+:1]([O-:3])=[O:2])[CH:5]=4)[N:9]([S:13]([C:16]4[CH:21]=[CH:20][C:19]([CH3:22])=[CH:18][CH:17]=4)(=[O:15])=[O:14])[CH:8]=3)=[CH:8]2)(=[O:15])=[O:14])=[CH:21][CH:20]=1 |^1:34,36,55,74|. Procedure: A solution of 222 (0.331 g, 0.748 mmol), crude 206 (0.42 g, 0.748 mmol), catalytic amount of CuI and tetrakis(triphenylphosphine)palladium in DMF (10 mL) was degassed with argon for 10 min (Scheme 16). The mixture was brought to 50° C. and stirred for 5 h. The solvent was removed in vacuo and the residue was purified by flash chromatography (20% ethyl acetate/hexane V:V) to yield 223 (0.22 g, 50%). 1H NMR (CDCl3): 2.36 (s, 3H), 2.38 (s, 3H), 7.26-7.33 (m, 5H), 7.43 (t, 1H. J=7.8), 7.56 (d, 1H, J... Starting materials: CC(=O)Nc1ncc(S(=O)(=O)Cl)s1, CCN(CC)C(=O)CNC, CCN(C(C)C)C(C)C, ClCCl. The product is CCN(CC)C(=O)CN(C)S(=O)(=O)c1cnc(NC(C)=O)s1. RXN SMILES: [C:11]([CH3:12])(=[O:13])[NH:14][c:15]1[s:16][c:17]([S:20](=[O:21])(=[O:22])[Cl:23])[cH:18][n:19]1.[CH2:1]([CH3:2])[N:3]([C:4]([CH2:5][NH:6][CH3:7])=[O:8])[CH2:9][CH3:10].[CH:24]([N:25]([CH2:26][CH3:27])[CH:28]([CH3:29])[CH3:30])([CH3:31])[CH3:32].[Cl:33][CH2:34][Cl:35]>>[CH2:1]([CH3:2])[N:3]([C:4]([CH2:5][N:6]([CH3:7])[S:20]([c:17]1[s:16][c:15]([NH:14][C:11]([CH3:12])=[O:13])[n:19][cH:18]1)(=[O:21])=[O:22])=[O:8])[CH2:9][CH3:10].